This data is from the Open Reaction Database (ORD), a public repository of structured organic reaction records. The task is: describe an organic reaction: reactants, conditions, products, and yield Starting materials: ClC1=NC(=NC2=CC=C(C=C12)[N+](=O)[O-])C (4-chloro-2-methyl-6-nitro-quinazoline), C(C)(C)OC1=CC=C(C=C1)NC ((4-isopropoxy-phenyl)-methyl-amine). Product: C(C)(C)OC1=CC=C(C=C1)N(C1=NC(=NC2=CC=C(C=C12)[N+](=O)[O-])C)C ((4-Isopropoxy-phenyl)-methyl-(2-methyl-6-nitro-quinazolin-4-yl)-amine). As a reaction SMILES: Cl[C:2]1[C:11]2[C:6](=[CH:7][CH:8]=[C:9]([N+:12]([O-:14])=[O:13])[CH:10]=2)[N:5]=[C:4]([CH3:15])[N:3]=1.[CH:16]([O:19][C:20]1[CH:25]=[CH:24][C:23]([NH:26][CH3:27])=[CH:22][CH:21]=1)([CH3:18])[CH3:17]>>[CH:16]([O:19][C:20]1[CH:25]=[CH:24][C:23]([N:26]([CH3:27])[C:2]2[C:11]3[C:6](=[CH:7][CH:8]=[C:9]([N+:12]([O-:14])=[O:13])[CH:10]=3)[N:5]=[C:4]([CH3:15])[N:3]=2)=[CH:22][CH:21]=1)([CH3:18])[CH3:17]. Procedure: The title compound was synthesized from 4-chloro-2-methyl-6-nitro-quinazoline and (4-isopropoxy-phenyl)-methyl-amine by a procedure similar to Example 1b. 1H NMR (DMSO-d6) δ 8.5-7.1 (7H), 4.73 (m, 1H), 3.7 (s, 3H), 2.7 (s, 3H), 1.32 (d, 6H); LC-MS (ESI+; 353 ([M+H]+)).